This data is from the Open Reaction Database (ORD), a public repository of structured organic reaction records. The task is: describe an organic reaction: reactants, conditions, products, and yield The reactants are CC(C)c1nc(-c2cccc(NS(=O)(=O)c3c(F)cccc3F)c2)c(-c2ccnc(Cl)n2)s1, CC(C)(C)c1nc(-c2cccc(N)c2F)c(-c2ccnc(N)n2)s1, O=S(=O)(Cl)c1ccco1. The product is CC(C)(C)c1nc(-c2cccc(NS(=O)(=O)c3ccco3)c2F)c(-c2ccnc(N)n2)s1. As a reaction SMILES: [Cl:1][c:2]1[n:3][c:4](-[c:5]2[s:6][c:7]([CH:8]([CH3:9])[CH3:10])[n:11][c:12]2-[c:13]2[cH:14][c:15]([NH:16][S:17]([c:18]3[c:19]([F:20])[cH:21][cH:22][cH:23][c:24]3[F:25])(=[O:26])=[O:27])[cH:28][cH:29][cH:30]2)[cH:31][cH:32][n:33]1.[NH2:34][c:35]1[c:36]([F:57])[c:37](-[c:41]2[n:42][c:43]([C:53]([CH3:54])([CH3:55])[CH3:56])[s:44][c:45]2-[c:46]2[n:47][c:48]([NH2:52])[n:49][cH:50][cH:51]2)[cH:38][cH:39][cH:40]1.[o:58]1[c:59]([S:63](=[O:64])(=[O:65])[Cl:66])[cH:60][cH:61][cH:62]1>>[NH:34]([c:35]1[c:36]([F:57])[c:37](-[c:41]2[n:42][c:43]([C:53]([CH3:54])([CH3:55])[CH3:56])[s:44][c:45]2-[c:46]2[n:47][c:48]([NH2:52])[n:49][cH:50][cH:51]2)[cH:38][cH:39][cH:40]1)[S:63]([c:59]1[o:58][cH:62][cH:61][cH:60]1)(=[O:64])=[O:65]. The reactants are CCN(C(C)C)C(C)C (DIPEA), C(C)[BH-](CC)CC.[Li+] (lithium triethylborohydride), C1CCOC1 (THF), CCOC(=O)[C@H]1N(C(CC1)=O)C(=O)OC(C)(C)C ((S)-5-oxo-pyrrolidine-1,2-dicarboxylic acid 1-tert-butyl ester 2-ethyl ester), FC(C(=O)OC(C(F)(F)F)=O)(F)F (trifluoroacetic anhydride). Reagents/catalysts: CN(C)C=1C=CN=CC1 (DMAP). The solvent is O (water), C1(=CC=CC=C1)C (toluene). Conditions: time 90 minute. The product is CCOC(=O)[C@H]1N(C=CC1)C(=O)OC(C)(C)C ((S)-2,3-dihydro-pyrrole-1,2-dicarboxylic acid 1-tert-butyl ester 2-ethyl ester). RXN SMILES: C([BH-](CC)CC)C.[Li+].C1COCC1.[CH3:14][CH2:15][O:16][C:17]([C@@H:19]1[CH2:23][CH2:22][C:21](=O)[N:20]1[C:25]([O:27][C:28]([CH3:31])([CH3:30])[CH3:29])=[O:26])=[O:18].CCN(C(C)C)C(C)C.FC(F)(F)C(OC(=O)C(F)(F)F)=O>C1(C)C=CC=CC=1.CN(C1C=CN=CC=1)C.O>[CH3:14][CH2:15][O:16][C:17]([C@@H:19]1[CH2:23][CH:22]=[CH:21][N:20]1[C:25]([O:27][C:28]([CH3:29])([CH3:31])[CH3:30])=[O:26])=[O:18] |f:0.1|. Procedure: At −50° C. a solution of lithium triethylborohydride in THF (1.0 M, 107 mL, 1.07 eq) is added dropwise to a solution of (S)-5-oxo-pyrrolidine-1,2-dicarboxylic acid 1-tert-butyl ester 2-ethyl ester (100 mmol, 1.0 eq) in toluene (170 mL). After 45 min DIPEA (450 mmol, 4.5 eq) and powdered DMAP (1.31 mmol) are added slowly at −50° C. The mixture is treated with trifluoroacetic anhydride (120 mmol, 1.20 eq) while keeping the internal temperature below −45° C., allowed to reach RT within 90 min and s... Reactants: COC=1C=NC=CC1[N+](=O)[O-] (3-methoxy-4-nitro pyridine), 3-halo-4-nitro pyridine, NN (hydrazine). Yields the product ON1N=NC2=C1C=CN=C2 (1-Hydroxy-5-azabenzotriazole). RXN SMILES: CO[C:3]1[CH:4]=[N:5][CH:6]=[CH:7][C:8]=1[N+:9]([O-:11])=O.[NH2:12][NH2:13]>>[OH:11][N:9]1[C:8]2[CH:7]=[CH:6][N:5]=[CH:4][C:3]=2[N:13]=[N:12]1. Reported procedure: By reacting either 3-methoxy-4-nitro pyridine or 3-halo-4-nitro pyridine (wherein halo is chloro, bromo or fluoro) with hydrazine in accordance with the procedure of Example 1, the title compound is prepared. Starting materials: Cc1cc(=O)c2c(=O)n(CCCCC(C)N=[N+]=[N-])c(=O)n(C)c2n1Cc1ccccc1, C1CCOC1, O, c1ccc(P(c2ccccc2)c2ccccc2)cc1. The product is Cc1cc(=O)c2c(=O)n(CCCCC(C)N)c(=O)n(C)c2n1Cc1ccccc1. Reaction SMILES: [N:1](=[N+:2]=[N-:3])[CH:4]([CH2:5][CH2:6][CH2:7][CH2:8][n:9]1[c:10](=[O:30])[n:11]([CH3:29])[c:12]2[c:13]([c:14]1=[O:15])[c:16](=[O:28])[cH:17][c:18]([CH3:27])[n:19]2[CH2:20][c:21]1[cH:22][cH:23][cH:24][cH:25][cH:26]1)[CH3:31].[O:52]1[CH2:53][CH2:54][CH2:55][CH2:56]1.[OH2:51].[c:32]1([P:33]([c:34]2[cH:35][cH:36][cH:37][cH:38][cH:39]2)[c:40]2[cH:41][cH:42][cH:43][cH:44][cH:45]2)[cH:46][cH:47][cH:48][cH:49][cH:50]1>>[NH2:1][CH:4]([CH2:5][CH2:6][CH2:7][CH2:8][n:9]1[c:10](=[O:30])[n:11]([CH3:29])[c:12]2[c:13]([c:14]1=[O:15])[c:16](=[O:28])[cH:17][c:18]([CH3:27])[n:19]2[CH2:20][c:21]1[cH:22][cH:23][cH:24][cH:25][cH:26]1)[CH3:31].